Task: describe an organic reaction: reactants, conditions, products, and yield. Dataset: the Open Reaction Database (ORD), a public repository of structured organic reaction records As a reaction SMILES: [CH2:1]([c:2]1[cH:3][cH:4][cH:5][cH:6][cH:7]1)[c:8]1[c:9]([CH2:17][CH2:18][NH:19][C:20](=[O:21])[n:22]2[cH:23][cH:24][n:25][cH:26]2)[nH:10][c:11]2[cH:12][cH:13][cH:14][cH:15][c:16]12.[CH3:27][CH2:28][CH2:29][CH2:30][CH2:31][CH3:32].[c:33]1([CH3:34])[c:35]([CH3:36])[cH:37][cH:38][cH:39][cH:40]1>>[CH2:1]([c:2]1[cH:3][cH:4][cH:5][cH:6][cH:7]1)[c:8]1[c:9]2[n:10]([c:11]3[cH:12][cH:13][cH:14][cH:15][c:16]13)[C:20](=[O:21])[NH:19][CH2:18][CH2:17]2. Product: O=C1NCCc2c(Cc3ccccc3)c3ccccc3n21. Reactants: O=C(NCCc1[nH]c2ccccc2c1Cc1ccccc1)n1ccnc1, CCCCCC, Cc1ccccc1C. Starting materials: C(C1=CC=CC=C1)(=O)NCC=1N=C(SC1)N1CC(C1)O[Si](C1=CC=CC=C1)(C1=CC=CC=C1)C(C)(C)C (1-[4-(benzoylaminomethyl)-1,3-thiazol-2-yl]-3-t-butyldiphenylsilyloxyazetidine), solution, [F-].C(CCC)[N+](CCCC)(CCCC)CCCC (tetra-n-butylammonium fluoride). Run in O1CCCC1 (tetrahydrofuran), O1CCCC1 (tetrahydrofuran). Run at time 1 hour. Product: C(C1=CC=CC=C1)(=O)NCC=1N=C(SC1)N1CC(C1)O (1-[4-(benzoylaminomethyl)-1,3-thiazol-2-yl]-3-hydroxyazetidine). Yield: 71.3%. Reaction SMILES: [C:1]([NH:9][CH2:10][C:11]1[N:12]=[C:13]([N:16]2[CH2:19][CH:18]([O:20][Si](C(C)(C)C)(C3C=CC=CC=3)C3C=CC=CC=3)[CH2:17]2)[S:14][CH:15]=1)(=[O:8])[C:2]1[CH:7]=[CH:6][CH:5]=[CH:4][CH:3]=1.[F-].C([N+](CCCC)(CCCC)CCCC)CCC>O1CCCC1>[C:1]([NH:9][CH2:10][C:11]1[N:12]=[C:13]([N:16]2[CH2:17][CH:18]([OH:20])[CH2:19]2)[S:14][CH:15]=1)(=[O:8])[C:2]1[CH:3]=[CH:4][CH:5]=[CH:6][CH:7]=1 |f:1.2|. Procedure: To a solution of 1-[4-(benzoylaminomethyl)-1,3-thiazol-2-yl]-3-t-butyldiphenylsilyloxyazetidine (1.49 g, 2.82 mmol) (obtained as described in Reference Example 64(1)) in anhydrous tetrahydrofuran (75 ml) was added a 1.0 M solution of tetra-n-butylammonium fluoride in tetrahydrofuran (3.39 ml, 3.39 mmol) in an ice bath and the mixture was stirred in an ice bath for 1 hour. After checking the completion of the reaction, the mixture was partitioned between ethyl acetate and saturated aqueous sodium...